Dataset: the Open Reaction Database (ORD), a public repository of structured organic reaction records. Task: describe an organic reaction: reactants, conditions, products, and yield The reactants are FC1=C(C(=CC(=C1)OCC[C@H]1[C@H](C1)C1CCN(CC1)C1=NC=C(C=N1)COC)F)CC(=O)OC (methyl {2,6-difluoro-4-[2-((1S,2R)-2-{1-[5-(methoxymethyl)pyrimidin-2-yl]piperidin-4-yl}cyclopropyl)ethoxy]phenyl}acetate), CO (methanol), Cl (hydrochloric acid), [OH-].[Na+] (sodium hydroxide). The solvent is O1CCCC1 (tetrahydrofuran), O (water). Reaction conditions: time 8 hour. Product: FC1=C(C(=CC(=C1)OCC[C@H]1[C@H](C1)C1CCN(CC1)C1=NC=C(C=N1)COC)F)CC(=O)O ({2,6-difluoro-4-[2-((1S,2R)-2-{1-[5-(methoxymethyl)pyrimidin-2-yl]piperidin-4-yl}cyclopropyl)ethoxy]phenyl}acetic acid). RXN SMILES: [F:1][C:2]1[CH:7]=[C:6]([O:8][CH2:9][CH2:10][C@@H:11]2[CH2:13][C@@H:12]2[CH:14]2[CH2:19][CH2:18][N:17]([C:20]3[N:25]=[CH:24][C:23]([CH2:26][O:27][CH3:28])=[CH:22][N:21]=3)[CH2:16][CH2:15]2)[CH:5]=[C:4]([F:29])[C:3]=1[CH2:30][C:31]([O:33]C)=[O:32].CO.[OH-].[Na+].Cl>O1CCCC1.O>[F:29][C:4]1[CH:5]=[C:6]([O:8][CH2:9][CH2:10][C@@H:11]2[CH2:13][C@@H:12]2[CH:14]2[CH2:19][CH2:18][N:17]([C:20]3[N:21]=[CH:22][C:23]([CH2:26][O:27][CH3:28])=[CH:24][N:25]=3)[CH2:16][CH2:15]2)[CH:7]=[C:2]([F:1])[C:3]=1[CH2:30][C:31]([OH:33])=[O:32] |f:2.3|. Procedure: To a solution of methyl {2,6-difluoro-4-[2-((1S,2R)-2-{1-[5-(methoxymethyl)pyrimidin-2-yl]piperidin-4-yl}cyclopropyl)ethoxy]phenyl}acetate (3.15 g, 6.62 mmol) in 21 ml of tetrahydrofuran was added 14 ml of methanol and 14 ml of water. 5 M sodium hydroxide (4.50 ml, 22.5 mmol) was added and the mixture stirred at RT overnight. 2 M hydrochloric acid (11.3 ml, 22.5 mmol) was added to adjust the pH of the solution to 4. The volatiles were removed under vacuum, and the aqueous phase extracted with di... Starting materials: BrB(Br)Br, COc1ccc(-c2ccccc2)c2sc(NC(=O)c3ccc(C)s3)nc12, CCOC(C)=O. The product is Cc1ccc(C(=O)Nc2nc3c(O)ccc(-c4ccccc4)c3s2)s1. As a reaction SMILES: [B:27]([Br:28])([Br:29])[Br:30].[CH3:1][O:2][c:3]1[cH:4][cH:5][c:6](-[c:21]2[cH:22][cH:23][cH:24][cH:25][cH:26]2)[c:7]2[c:8]1[n:9][c:10]([NH:12][C:13](=[O:14])[c:15]1[s:16][c:17]([CH3:20])[cH:18][cH:19]1)[s:11]2.[CH3:31][CH2:32][O:33][C:34](=[O:35])[CH3:36]>>[OH:2][c:3]1[cH:4][cH:5][c:6](-[c:21]2[cH:22][cH:23][cH:24][cH:25][cH:26]2)[c:7]2[c:8]1[n:9][c:10]([NH:12][C:13](=[O:14])[c:15]1[s:16][c:17]([CH3:20])[cH:18][cH:19]1)[s:11]2. The reactants are C(#C)C=1C=C(CC=2C(=NC(=NC2)N)N)C=C(C1OC)OC (5-[3-ethynyl-4,5-dimethoxy-benzyl]-pyrimidine-2,4-diamine), C1(CC1)N1C=C(C(C2=CC(=C(C(=C12)F)OS(=O)(=O)C(F)(F)F)F)=O)C(=O)OCC (ethyl 1-cyclopropyl-6,8-difluoro-4-oxo-1,4-dihydro-7-[[(trifluoromethyl)sulphonyl]oxy]-quinoline-3-carboxylate), dichloride, O (water). Run in C(C)N(CC)CC (triethylamine), CN(C=O)C (dimethylformamide). Yields the product C1(CC1)N1C=C(C(C2=CC(=C(C(=C12)F)C#CC1=C(C(=CC(=C1)CC=1C(=NC(=NC1)N)N)OC)OC)F)=O)C(=O)OCC (ethyl 1-cyclopropyl-7-[5-(2,4-diamino-pyrimidin-5-ylmethyl)-2,3-dimethoxy-phenylethynyl]-6,8-difluoro-4-oxo-1,4-dihydro-quinoline-3-carboxylate). Yield: 40.0%. RXN SMILES: [C:1]([C:3]1[CH:4]=[C:5]([CH:15]=[C:16]([O:20][CH3:21])[C:17]=1[O:18][CH3:19])[CH2:6][C:7]1[C:8]([NH2:14])=[N:9][C:10]([NH2:13])=[N:11][CH:12]=1)#[CH:2].[CH:22]1([N:25]2[C:34]3[C:29](=[CH:30][C:31]([F:44])=[C:32](OS(C(F)(F)F)(=O)=O)[C:33]=3[F:35])[C:28](=[O:45])[C:27]([C:46]([O:48][CH2:49][CH3:50])=[O:47])=[CH:26]2)[CH2:24][CH2:23]1.O>C(N(CC)CC)C.CN(C)C=O>[CH:22]1([N:25]2[C:34]3[C:29](=[CH:30][C:31]([F:44])=[C:32]([C:2]#[C:1][C:3]4[CH:4]=[C:5]([CH2:6][C:7]5[C:8]([NH2:14])=[N:9][C:10]([NH2:13])=[N:11][CH:12]=5)[CH:15]=[C:16]([O:20][CH3:21])[C:17]=4[O:18][CH3:19])[C:33]=3[F:35])[C:28](=[O:45])[C:27]([C:46]([O:48][CH2:49][CH3:50])=[O:47])=[CH:26]2)[CH2:23][CH2:24]1. Procedure: A solution of 200 mg of 5-[3-ethynyl-4,5-dimethoxy-benzyl]-pyrimidine-2,4-diamine (Example 11b)), 207 mg of ethyl 1-cyclopropyl-6,8-difluoro-4-oxo-1,4-dihydro-7-[[(trifluoromethyl)sulphonyl]oxy]-quinoline-3-carboxylate (J. Heterocyclic Chem., 28, 1581 (1991)) and 10 mg of bis-triphenylphosphinepalladium dichloride in 1.5 ml of triethylamine and 7.5 ml of dimethylformamide is stirred at 900 for one hr. The reaction mixture is cooled to room temperature, poured into 50 ml of water and extracted fo...